Dataset: the Open Reaction Database (ORD), a public repository of structured organic reaction records. Task: describe an organic reaction: reactants, conditions, products, and yield The reactants are O1CCC(CC1)C=1C=C(NN1)N (5-(tetrahydro-pyran-4-yl)-2H-pyrazol-3-ylamine), BrC(C=O)C=O (2-bromomalonaldehyde). Product: BrC=1C=NC=2N(C1)N=C(C2)C2CCOCC2 (6-Bromo-2-(tetrahydro-pyran-4-yl)-pyrazolo[1,5-a]pyrimidine). Reaction SMILES: [O:1]1[CH2:6][CH2:5][CH:4]([C:7]2[CH:8]=[C:9]([NH2:12])[NH:10][N:11]=2)[CH2:3][CH2:2]1.[Br:13][CH:14]([CH:17]=O)[CH:15]=O>>[Br:13][C:14]1[CH:15]=[N:12][C:9]2[N:10]([N:11]=[C:7]([CH:4]3[CH2:3][CH2:2][O:1][CH2:6][CH2:5]3)[CH:8]=2)[CH:17]=1. Procedure details: The title compound, light brown solid, MS: m/e=284.0 (M+H+), can be prepared in accordance with the general method of example 9, step 1 from 5-(tetrahydro-pyran-4-yl)-2H-pyrazol-3-ylamine (example 26, step 1) and 2-bromomalonaldehyde.